Dataset: the Open Reaction Database (ORD), a public repository of structured organic reaction records. Task: describe an organic reaction: reactants, conditions, products, and yield Reaction SMILES: [C:1](=[O:2])([O-:3])[O-:4].[CH3:24][CH2:25][OH:26].[CH3:7][Si:8]([CH3:9])([CH3:10])[C:11]#[C:12][c:13]1[cH:14][c:15]([C:16](=[O:17])[O:18][CH2:19][CH3:20])[cH:21][cH:22][cH:23]1.[K+:5].[K+:6]>>[CH:11]#[C:12][c:13]1[cH:14][c:15]([C:16](=[O:17])[O:18][CH2:19][CH3:20])[cH:21][cH:22][cH:23]1. Reactants: O=C([O-])[O-], CCO, CCOC(=O)c1cccc(C#C[Si](C)(C)C)c1, [K+], [K+]. Yields the product C#Cc1cccc(C(=O)OCC)c1. Starting materials: C(C1=CC=CC=C1)(C1=CC=CC=C1)=N (Benzophenoneimine), C1(=CC=CC=C1)P(C1(C(=C2C=CC=CC2=CC1)C1=CC=CC2=CC=CC=C12)P(C1=CC=CC=C1)C1=CC=CC=C1)C1=CC=CC=C1 (2,2-bis(diphenylphosphino)-1,1-binaphthyl), CC(C)([O-])C.[Na+] (sodium tert-butoxide), ClC1=NC=C(C=C1OCOC)F (2-chloro-5-fluoro-3-(methoxymethoxy)pyridine). Reagents/catalysts: C=1C=CC(=CC1)/C=C/C(=O)/C=C/C2=CC=CC=C2.C=1C=CC(=CC1)/C=C/C(=O)/C=C/C2=CC=CC=C2.C=1C=CC(=CC1)/C=C/C(=O)/C=C/C2=CC=CC=C2.[Pd].[Pd] (Pd2DBA3). Solvent: C1(=CC=CC=C1)C (toluene), C(C)OCC (Diethyl ether). Reaction conditions: temperature 100 celsius, time 3 hour. The product is FC=1C=C(C(=NC1)N)OCOC (5-fluoro-3-(methoxymethoxy)pyridine-2-amine). As a reaction SMILES: C(=[NH:14])(C1C=CC=CC=1)C1C=CC=CC=1.C1(P(C2C=CC=CC=2)C2(P(C3C=CC=CC=3)C3C=CC=CC=3)CC=C3C(C=CC=C3)=C2C2C3C(=CC=CC=3)C=CC=2)C=CC=CC=1.CC(C)([O-])C.[Na+].Cl[C:68]1[C:73]([O:74][CH2:75][O:76][CH3:77])=[CH:72][C:71]([F:78])=[CH:70][N:69]=1>C1C=CC(/C=C/C(/C=C/C2C=CC=CC=2)=O)=CC=1.C1C=CC(/C=C/C(/C=C/C2C=CC=CC=2)=O)=CC=1.C1C=CC(/C=C/C(/C=C/C2C=CC=CC=2)=O)=CC=1.[Pd].[Pd].C(OCC)C.C1(C)C=CC=CC=1>[F:78][C:71]1[CH:72]=[C:73]([O:74][CH2:75][O:76][CH3:77])[C:68]([NH2:14])=[N:69][CH:70]=1 |f:2.3,5.6.7.8.9|. Reported procedure: Benzophenoneimine (55.3 ul), 2,2-bis(diphenylphosphino)-1,1-binaphthyl (29.3 mg), sodium tert-butoxide (22.6 mg) and Pd2DBA3 (15.3 mg) were added to a toluene (0.5 ml) solution of the compound 319-1 (30 mg). The reaction solution was heated to 100° C. and stirred for 3 hours. Diethyl ether was added to the reaction solution, and the obtained mixture was filtered with Celite. The filtrate was concentrated under reduced pressure. 2 M hydrochloric acid (78.5 ul) was added to a THF (1 ml) solution o...